This data is from the Open Reaction Database (ORD), a public repository of structured organic reaction records. The task is: describe an organic reaction: reactants, conditions, products, and yield Starting materials: [H][H] (hydrogen), Cl.FC1=CC=C(C=C1)N1CNC(C12CCN(CC2)CCNC(C2=C(C=CC=C2)[N+](=O)[O-])=O)=O (N-{2-[1-(4-fluorophenyl)-4-oxo-1,3,8-triazaspiro[4,5]dec-8-yl]ethyl}-2-nitrobenzamide hydrochloride). Reagents/catalysts: [Pd] (palladium-on-charcoal). The solvent is C(C)(=O)O (acetic acid). Yields the product NC1=C(C(=O)NCCN2CCC3(C(NCN3C3=CC=C(C=C3)F)=O)CC2)C=CC=C1 (2-amino-N-{2-[1-(4-fluorophenyl)-4-oxo-1,3,8-triazaspiro[4,5]dec-8-yl]ethyl}benzamide). RXN SMILES: Cl.[F:2][C:3]1[CH:8]=[CH:7][C:6]([N:9]2[C:13]3([CH2:18][CH2:17][N:16]([CH2:19][CH2:20][NH:21][C:22](=[O:32])[C:23]4[CH:28]=[CH:27][CH:26]=[CH:25][C:24]=4[N+:29]([O-])=O)[CH2:15][CH2:14]3)[C:12](=[O:33])[NH:11][CH2:10]2)=[CH:5][CH:4]=1.[H][H]>[Pd].C(O)(=O)C>[NH2:29][C:24]1[CH:25]=[CH:26][CH:27]=[CH:28][C:23]=1[C:22]([NH:21][CH2:20][CH2:19][N:16]1[CH2:15][CH2:14][C:13]2([N:9]([C:6]3[CH:7]=[CH:8][C:3]([F:2])=[CH:4][CH:5]=3)[CH2:10][NH:11][C:12]2=[O:33])[CH2:18][CH2:17]1)=[O:32] |f:0.1|. Procedure: A mixture of 9 parts of N-{2-[1-(4-fluorophenyl)-4-oxo-1,3,8-triazaspiro[4,5]dec-8-yl]ethyl}-2-nitrobenzamide hydrochloride in 150 parts of acetic acid is hydrogenated at normal pressure and at room temperature with 2 parts of palladium-on-charcoal catalyst 10%. After the calculated amount of hydrogen is taken up, the catalyst is filtered off and the filtrate is evaporated. The residue is taken up in water and the whole is alkalized with ammonium hydroxide. The product is extracted twice with tr... Reactants: C(C)OC1=C(N)C=CC=C1 (2-ethoxyaniline), NC1=C(C(=O)O)C=CC(=C1)[N+](=O)[O-] (2-amino-4-nitrobenzoic acid), C(CC)(=O)Cl (propionyl chloride). Run in P(=O)(Cl)(Cl)Cl (phosphorus oxychloride), C1(=CC=CC=C1)C (toluene), C(C)N(CC)CC (triethylamine), O1CCCC1 (tetrahydrofuran). Product: C(C)C1=NC2=CC(=CC=C2C(N1C1=C(C=CC=C1)OCC)=O)[N+](=O)[O-] (2-ethyl-7-nitro-3-(2-ethoxyphenyl)quinazolin-4(3H)-one). As a reaction SMILES: [NH2:1][C:2]1[CH:10]=[C:9]([N+:11]([O-:13])=[O:12])[CH:8]=[CH:7][C:3]=1[C:4]([OH:6])=O.[C:14](Cl)(=O)[CH2:15][CH3:16].[CH2:19]([O:21][C:22]1[CH:28]=[CH:27][CH:26]=[CH:25][C:23]=1[NH2:24])[CH3:20]>C(N(CC)CC)C.O1CCCC1.P(Cl)(Cl)(Cl)=O.C1(C)C=CC=CC=1>[CH2:15]([C:16]1[N:24]([C:23]2[CH:25]=[CH:26][CH:27]=[CH:28][C:22]=2[O:21][CH2:19][CH3:20])[C:4](=[O:6])[C:3]2[C:2](=[CH:10][C:9]([N+:11]([O-:13])=[O:12])=[CH:8][CH:7]=2)[N:1]=1)[CH3:14]. Procedure details: Briefly, 2-amino-4-nitrobenzoic acid was acylated with propionyl chloride in triethylamine (TEA) and tetrahydrofuran (THF). The acylated compound was refluxed with 2-ethoxyaniline in phosphorus oxychloride (POCl3) and toluene to produce 2-ethyl-7-nitro-3-(2-ethoxyphenyl)quinazolin-4(3H)-one. The 2-ethyl-7-nitro-3-(2-ethoxyphenyl)quinazolin-4(3H)-one was brominated with N-bromosuccinimide (NBS) in carbon tetrachloride, the product of which was subsequently reacted with N-methylhomopiperazine in T...